From a dataset of the Open Reaction Database (ORD), a public repository of structured organic reaction records. describe an organic reaction: reactants, conditions, products, and yield Starting materials: [OH-].[Na+] (sodium hydroxide), OO (hydrogen peroxide), B.CSC (Borane dimethylsulphide), BrC=1C=C(C=C)C=CC1 (3-bromostyrene). Solvent: C1CCOC1 (THF), O (water). Run at time 3 hour. The product is BrC=1C=C(C=CC1)CCO (3-Bromobenzeneethanol). RXN SMILES: B.CSC.[Br:5][C:6]1[CH:7]=[C:8]([CH:11]=[CH:12][CH:13]=1)[CH:9]=[CH2:10].[OH-:14].[Na+].OO>C1COCC1.O>[Br:5][C:6]1[CH:7]=[C:8]([CH2:9][CH2:10][OH:14])[CH:11]=[CH:12][CH:13]=1 |f:0.1,3.4|. Procedure details: Borane-dimethylsulphide complex (2.0M in THF, 49 ml) was added dropwise to a stirred solution of 3-bromostyrene (10 g, 55 mmol) in THF (130 ml) at 0° C. and the solution was stirred for 3 h at room temperature. 10% Aqueous sodium hydroxide was added cautiously, followed by hydrogen peroxide (30% wt. solution in water, 6 ml) dropwise. After a further 16 h, the mixture was diluted with water, extracted twice with ethyl acetate, the combined extracts washed with saturated sodium bisulphite solution... Starting materials: CC1(C)NCc2cc(Br)cnc2NC1=O, CCC#N, CCOC(C)=O, C=CC(=O)N(C)Cc1cccc(C(C)C)c1OCCC, CCN(C(C)C)C(C)C, CC(=O)[O-], CC(=O)[O-], CN(C)C=O, O, [Pd+2]. Yields the product CCCOc1c(CN(C)C(=O)C=Cc2cnc3c(c2)CNC(C)(C)C(=O)N3)cccc1C(C)C. Reaction SMILES: [Br:30][c:31]1[cH:32][c:33]2[c:34]([n:43][cH:44]1)[NH:35][C:36](=[O:42])[C:37]([CH3:40])([CH3:41])[NH:38][CH2:39]2.[C:45](#[N:46])[CH2:47][CH3:48].[CH3:54][CH2:55][O:56][C:57]([CH3:58])=[O:59].[CH:1]([CH3:2])([CH3:3])[c:4]1[c:5]([O:17][CH2:18][CH2:19][CH3:20])[c:6]([CH2:7][N:8]([C:9]([CH:10]=[CH2:11])=[O:12])[CH3:13])[cH:14][cH:15][cH:16]1.[CH:21]([N:22]([CH:23]([CH3:24])[CH3:25])[CH2:26][CH3:27])([CH3:28])[CH3:29].[O-:62][C:63]([CH3:64])=[O:65].[O-:66][C:67]([CH3:68])=[O:69].[O:49]=[CH:50][N:51]([CH3:52])[CH3:53].[OH2:60].[Pd+2:61]>>[CH:1]([CH3:2])([CH3:3])[c:4]1[c:5]([O:17][CH2:18][CH2:19][CH3:20])[c:6]([CH2:7][N:8]([C:9]([CH:10]=[CH:11][c:31]2[cH:32][c:33]3[c:34]([n:43][cH:44]2)[NH:35][C:36](=[O:42])[C:37]([CH3:40])([CH3:41])[NH:38][CH2:39]3)=[O:12])[CH3:13])[cH:14][cH:15][cH:16]1. Reactants: [H-].[Al+3].[Li+].[H-].[H-].[H-] (lithium aluminum hydride), ClC1=CC=2C3=C(N(C2C=C1)CC(=O)OCC)CCN(C3)C (ethyl 2-(8-chloro-2-methyl-3,4-dihydro-1H-pyrido[4,3-b]indol-5(2H)-yl)acetate). Run in C1CCOC1 (THF), C1CCOC1 (THF). Reaction conditions: temperature 100 celsius. Product: ClC1=CC=2C3=C(N(C2C=C1)CCO)CCN(C3)C (2-(8-chloro-2-methyl-3,4-dihydro-1H-pyrido[4,3-b]indol-5(2H)-yl)ethanol). Yield: 1.5%. RXN SMILES: [H-].[Al+3].[Li+].[H-].[H-].[H-].[Cl:7][C:8]1[CH:16]=[CH:15][C:14]2[N:13]([CH2:17][C:18](OCC)=[O:19])[C:12]3[CH2:23][CH2:24][N:25]([CH3:27])[CH2:26][C:11]=3[C:10]=2[CH:9]=1>C1COCC1>[Cl:7][C:8]1[CH:16]=[CH:15][C:14]2[N:13]([CH2:17][CH2:18][OH:19])[C:12]3[CH2:23][CH2:24][N:25]([CH3:27])[CH2:26][C:11]=3[C:10]=2[CH:9]=1 |f:0.1.2.3.4.5|. Procedure details: To a solution of lithium aluminum hydride (0.059 g, 1.5 mmol) in THF (30 mL) was added ethyl 2-(8-chloro-2-methyl-3,4-dihydro-1H-pyrido[4,3-b]indol-5(2H)-yl)acetate (0.4 g, 1.3 mmol) in THF (10 mL) drop wise at 0° C. The reaction mixture was further heated at 100° C. for 6 h. Reaction was monitored by TLC and LCMS. On completion of the reaction, reaction mixture was quenched with H2O:NaOH:H2O (1:1:3) and the contents were filtered. The filtrate obtained was extracted with Ethyl acetate. Combined... Reactants: NC1=C(C=C(C=C1C(F)(F)F)N1C=NN=C1)/C=C/C(=O)OCC (trans-ethyl 3-(2-amino-3-trifluoromethyl-5-[1,2,4-triazol-4-yl]phenyl)prop-2-enoate), Cl (HCl). The product is FC(C=1C=C(C=C2C=CC(NC12)=O)N1C=NN=C1)(F)F (8-trifluoromethyl-6-(1,2,4-triazol-4-yl)-2-(1H)-quinolone). As a reaction SMILES: [NH2:1][C:2]1[C:7]([C:8]([F:11])([F:10])[F:9])=[CH:6][C:5]([N:12]2[CH:16]=[N:15][N:14]=[CH:13]2)=[CH:4][C:3]=1/[CH:17]=[CH:18]/[C:19]([O:21]CC)=O.Cl>>[F:9][C:8]([F:11])([F:10])[C:7]1[CH:6]=[C:5]([N:12]2[CH:16]=[N:15][N:14]=[CH:13]2)[CH:4]=[C:3]2[C:2]=1[NH:1][C:19](=[O:21])[CH:18]=[CH:17]2. Procedure: The following compound, m.p.>320°, was prepared similarly to the previous Example, starting from trans-ethyl 3-(2-amino-3-trifluoromethyl-5-[1,2,4-triazol-4-yl]phenyl)prop-2-enoate and 5M HCl. ##STR62## The reactants are ClC=1C=C(C=NC1)C1=NC(=CC2=C1N(C(=N2)N(C2=CC=CC=C2)C)C[C@@H]2CC[C@H](CC2)C)C2=NOC(N2)=O (3-{4-(5-chloropyridin-3-yl)-3-[(trans-4-methylcyclohexyl)methyl]-2-[methyl(phenyl)amino]-3H-imidazo[4,5-c]pyridin-6-yl}-1,2,4-oxadiazol-5(4H)-one), [OH-].[Na+] (sodium hydroxide), CO (methanol), Cl (HCl). Conditions: temperature 80 celsius. The product is ClC=1C=C(C=NC1)C1=NC(=CC2=C1N(C(=N2)N(C2=CC=CC=C2)C)C[C@@H]2CC[C@H](CC2)C)C(=O)O (4-(5-chloropyridin-3-yl)-3-[(trans-4-methylcyclohexyl)methyl]-2-[methyl(phenyl)amino]-3H-imidazo[4,5-c]pyridine-6-carboxylic acid). Reaction SMILES: [Cl:1][C:2]1[CH:3]=[C:4]([C:8]2[C:13]3[N:14]([CH2:25][C@H:26]4[CH2:31][CH2:30][C@H:29]([CH3:32])[CH2:28][CH2:27]4)[C:15]([N:17]([CH3:24])[C:18]4[CH:23]=[CH:22][CH:21]=[CH:20][CH:19]=4)=[N:16][C:12]=3[CH:11]=[C:10](C3NC(=O)ON=3)[N:9]=2)[CH:5]=[N:6][CH:7]=1.[OH-:39].[Na+].Cl.[CH3:42][OH:43]>>[Cl:1][C:2]1[CH:3]=[C:4]([C:8]2[C:13]3[N:14]([CH2:25][C@H:26]4[CH2:27][CH2:28][C@H:29]([CH3:32])[CH2:30][CH2:31]4)[C:15]([N:17]([CH3:24])[C:18]4[CH:19]=[CH:20][CH:21]=[CH:22][CH:23]=4)=[N:16][C:12]=3[CH:11]=[C:10]([C:42]([OH:43])=[O:39])[N:9]=2)[CH:5]=[N:6][CH:7]=1 |f:1.2|. Procedure details: To a solution of 4-(5-chloropyridin-3-yl)-3-[(trans-4-methylcyclohexyl)methyl]-2-[methyl(phenyl)amino]-3H-imidazo[4,5-c]pyridine-6-carbonitrile (Example 3.174 step 2, 160 mg, 0.339 mmol) in methanol (2 mL) in a sealable tube was added 30% sodium hydroxide solution (4 mL). The tube was sealed and heated to 80° C. for 14 hours. The reaction mixture was cooled to room temperature and neutralized with the addition of 1.5 M HCl solution. The solution was extracted with ethyl acetate (4×25 mL). The or... The reactants are BrCC(=O)Br (bromoacetyl bromide), ice water, NC1=CC=C(C#N)C=C1 (4-aminobenzonitrile), CN(C)C=O (DMF), BrCC(=O)Br (Bromoacetyl bromide). Run in O1CCOCC1 (dioxane). Reaction conditions: temperature 0 celsius, time 8 hour. Yields the product BrCC(=O)NC1=CC=C(C#N)C=C1 (4-((Bromoacetyl)amino)benzonitrile). Yield: 76.9%. Reaction SMILES: [NH2:1][C:2]1[CH:9]=[CH:8][C:5]([C:6]#[N:7])=[CH:4][CH:3]=1.CN(C=O)C.[Br:15][CH2:16][C:17](Br)=[O:18]>O1CCOCC1>[Br:15][CH2:16][C:17]([NH:1][C:2]1[CH:9]=[CH:8][C:5]([C:6]#[N:7])=[CH:4][CH:3]=1)=[O:18]. Procedure details: A solution of 4-aminobenzonitrile (5.0 g, 42.3 mmol) in a mixture of anhydrous DMF (30 mL) and anhydrous dioxane (30 mL) in a 250 mL 3-necked round-bottomed flask equipped with a constant addition funnel (60 mL) was cooled to 0° C. using an ice-bath. Bromoacetyl bromide (8.53 g, 3.7 mL, 42.3 mmol) was added dropwise, keeping the internal temperature between 0° and 5° C. over a 1/2 h period. After the addition of the bromoacetyl bromide was completed, the solution was warmed to rt, stirred overni... The reactants are C(C)(C)(C)OC(=O)N[C@@H](C(=O)OC)CC1=CC=C(C=C1)O ((R)-methyl 2-((tert-butoxycarbonyl)amino)-3-(4-hydroxyphenyl)-propanoate), S(=O)(=O)([O-])OOS(=O)(=O)[O-].[K+].[K+] (potassium persulfate). Reagents/catalysts: [O-]S(=O)(=O)[O-].[Cu+2] (CuSO4). Run in C(C)#N (acetonitrile), O (H2O), O (H2O). Conditions: temperature 70 celsius, time 3 hour. Product: COCCOC1=CC=C(C=C1)[C@H]1[C@@H](NC(O1)=O)C(=O)OC ((4R,5S)-Methyl 5-(4-(2-methoxyethoxy)phenyl)-2-oxooxazolidine-4-carboxylate). Yield: 110.0%. RXN SMILES: C([O:5][C:6]([NH:8][C@H:9]([CH2:14][C:15]1[CH:20]=[CH:19][C:18]([OH:21])=[CH:17][CH:16]=1)[C:10]([O:12][CH3:13])=[O:11])=[O:7])(C)(C)C.S(OOS([O-])(=O)=O)([O-])(=O)=O.[K+].[K+]>C(#N)C.O.[O-]S([O-])(=O)=O.[Cu+2]>[CH3:13][O:12][CH2:10][CH2:9][O:21][C:18]1[CH:17]=[CH:16][C:15]([C@@H:14]2[O:7][C:6](=[O:5])[NH:8][C@H:9]2[C:10]([O:12][CH3:13])=[O:11])=[CH:20][CH:19]=1 |f:1.2.3,6.7|. Reported procedure: To a solution of (R)-methyl 2-((tert-butoxycarbonyl)amino)-3-(4-hydroxyphenyl)-propanoate (5.34 g, 14.35 mmol) in acetonitrile (260 mL) was added under argon a solution of potassium persulfate (7.76 g, 28.7 mmol) in H2O (190 mL) and a solution of CuSO4 (0.458 g, 2.87 mmol) dissolved in H2O (70 mL). The resulting mixture was stirred for 3 h at 70° C. The reaction mixture was extracted with EtOAc. Combined extracts were washed with brine, dried over MgSO4, filtered and concentrated. The residue wa...